Dataset: the Open Reaction Database (ORD), a public repository of structured organic reaction records. Task: describe an organic reaction: reactants, conditions, products, and yield Starting materials: CC(=O)[O-], CC(=O)O, CCOC(=O)C(Cl)C(C)=O, Cl, Nc1cc(F)ccc1OCC=Cc1ccccc1, O=N[O-], [Na+], [Na+], O. Yields the product CCOC(=O)C(Cl)=NNc1cc(F)ccc1OCC=Cc1ccccc1. As a reaction SMILES: [C:34]([O-:35])(=[O:36])[CH3:37].[C:39]([OH:40])(=[O:41])[CH3:42].[CH2:20]([CH3:21])[O:22][C:23]([CH:24]([C:25]([CH3:26])=[O:27])[Cl:28])=[O:29].[ClH:19].[F:1][c:2]1[cH:3][cH:4][c:5]([O:9][CH2:10][CH:11]=[CH:12][c:13]2[cH:14][cH:15][cH:16][cH:17][cH:18]2)[c:6]([NH2:7])[cH:8]1.[N:30]([O-:31])=[O:32].[Na+:33].[Na+:38].[OH2:43]>>[F:1][c:2]1[cH:3][cH:4][c:5]([O:9][CH2:10][CH:11]=[CH:12][c:13]2[cH:14][cH:15][cH:16][cH:17][cH:18]2)[c:6]([NH:7][N:30]=[C:24]([C:23]([O:22][CH2:20][CH3:21])=[O:29])[Cl:28])[cH:8]1. As a reaction SMILES: [CH:13]([CH3:14])([CH3:15])[N:16]=[C:17]=[S:18].[Cl:19][C:20](=[O:21])[Cl:22].[NH2:1][c:2]1[c:3]([S:9](=[O:10])(=[O:11])[NH2:12])[cH:4][cH:5][c:6]([CH3:8])[cH:7]1>>[NH:1]1[c:2]2[c:3]([cH:4][cH:5][c:6]([CH3:8])[cH:7]2)[S:9](=[O:10])(=[O:11])[N:12]=[C:17]1[NH:16][CH:13]([CH3:14])[CH3:15]. Yields the product Cc1ccc2c(c1)NC(NC(C)C)=NS2(=O)=O. The reactants are CC(C)N=C=S, O=C(Cl)Cl, Cc1ccc(S(N)(=O)=O)c(N)c1. Reactants: CO, COC(=O)CCc1cccc(CN)c1, Cl, O=Cc1ccc2c(c1)CCO2. Product: COC(=O)CCc1cccc(CNCc2ccc3c(c2)CCO3)c1. RXN SMILES: [CH3:27][OH:28].[CH3:2][O:3][C:4]([CH2:5][CH2:6][c:7]1[cH:8][c:9]([CH2:13][NH2:14])[cH:10][cH:11][cH:12]1)=[O:15].[ClH:1].[O:16]1[CH2:17][CH2:18][c:19]2[c:20]1[cH:21][cH:22][c:23]([CH:25]=[O:26])[cH:24]2>>[CH3:2][O:3][C:4]([CH2:5][CH2:6][c:7]1[cH:8][c:9]([CH2:13][NH:14][CH2:25][c:23]2[cH:22][cH:21][c:20]3[c:19]([cH:24]2)[CH2:18][CH2:17][O:16]3)[cH:10][cH:11][cH:12]1)=[O:15]. The reactants are O=C(O)C(F)(F)F, O=S(=O)(O)O, COc1cc(F)c(C(O)CNCc2ccsc2)cc1OC. The product is COc1cc(F)c(C2CNCc3ccsc32)cc1OC. As a reaction SMILES: [OH:27][C:28]([C:29]([F:30])([F:31])[F:32])=[O:33].[S:22](=[O:23])(=[O:24])([OH:25])[OH:26].[cH:1]1[c:2]([CH2:6][NH:7][CH2:8][CH:9]([c:10]2[cH:11][c:12]([O:19][CH3:20])[c:13]([O:17][CH3:18])[cH:14][c:15]2[F:16])[OH:21])[cH:3][cH:4][s:5]1>>[c:1]12[c:2]([cH:3][cH:4][s:5]1)[CH2:6][NH:7][CH2:8][CH:9]2[c:10]1[cH:11][c:12]([O:19][CH3:20])[c:13]([O:17][CH3:18])[cH:14][c:15]1[F:16]. Reactants: C1(=CC=CC=C1)O (phenol), [OH-].[Na+] (sodium hydroxide), BrCCCCl (3-bromo-1-chloro-propane), [OH-].[Na+] (sodium hydroxide). The solvent is O (water), C(C)O (ethyl alcohol). The product is O(C1=CC=CC=C1)CCCCl (3-Phenoxy-1-chloro-propane). RXN SMILES: [C:1]1([OH:7])[CH:6]=[CH:5][CH:4]=[CH:3][CH:2]=1.[OH-].[Na+].Br[CH2:11][CH2:12][CH2:13][Cl:14]>O.C(O)C>[O:7]([CH2:11][CH2:12][CH2:13][Cl:14])[C:1]1[CH:6]=[CH:5][CH:4]=[CH:3][CH:2]=1 |f:1.2|. Procedure details: A mixture of phenol (1 mole), sodium hydroxide (1 mole) and 3-bromo-1-chloro-propane (2 moles) in water (1000 ml) and ethyl alcohol (250 ml) is refluxed during 20 hours, with stirring. After cooling, sodium hydroxide (30 g) is added to the reaction medium which is then extracted with methylene chloride. The organic phase is washed with water to neutral pH. It is then dried over sodium sulfate, concentrated in vacuo over a water-bath and the residual oil is distilled. B.p. = 118°-120° C./15 mm Hg... The reactants are [Na] (sodium), C(C)C(C(=O)[O-])(C(=O)[O-])CC (diethylmalonate), ClC1=C(C=CC(=C1)Cl)C=CC(C)=O (1-(2,4-dichlorophenyl)-1-butene-3-one). Solvent: C(C)O (ethanol), C(C)O (ethanol). Run at temperature 0 celsius. The product is ClC1=C(C=CC(=C1)Cl)C1CC(CC(C1)=O)=O (5-(2,4-dichlorophenyl)cyclohexane-1,3dione). As a reaction SMILES: [Na].C([C:4](CC)(C([O-])=O)[C:5]([O-])=[O:6])C.[Cl:13][C:14]1[CH:19]=[C:18]([Cl:20])[CH:17]=[CH:16][C:15]=1[CH:21]=[CH:22][C:23](=[O:25])[CH3:24]>C(O)C>[Cl:13][C:14]1[CH:19]=[C:18]([Cl:20])[CH:17]=[CH:16][C:15]=1[CH:21]1[CH2:4][C:5](=[O:6])[CH2:24][C:23](=[O:25])[CH2:22]1 |^1:0|. Reported procedure: To a solution of 2.3 g of sodium in 200 ml of ethanol is added 15.7 g of diethylmalonate followed by a suspension of 20 g of 1-(2,4-dichlorophenyl)-1-butene-3-one in 100 ml ethanol. The mixture is heated under reflux for 2 hrs and then concentrated to dryness in vacuo. The solid is partitioned between 200 ml water and 200 ml ether. The ether layer is discarded and 20 ml 50% NaOH is added to the aqueous layer which is heated under reflux for 2 hrs. The mixture is filtered and the filtrate is made... The reactants are O=Cc1[nH]c2c(c1-c1ccc(F)cc1)C(=O)NCC2, O=C1Cc2cc(F)c(NCc3ccc(F)cc3)cc2N1. The product is O=C1Nc2cc(NCc3ccc(F)cc3)c(F)cc2C1=Cc1[nH]c2c(c1-c1ccc(F)cc1)C(=O)NCC2. Reaction SMILES: [F:1][c:2]1[cH:3][cH:4][c:5](-[c:8]2[c:9]([CH:18]=[O:19])[nH:10][c:11]3[c:12]2[C:13](=[O:17])[NH:14][CH2:15][CH2:16]3)[cH:6][cH:7]1.[F:20][c:21]1[cH:22][c:23]2[c:27]([cH:28][c:29]1[NH:30][CH2:31][c:32]1[cH:33][cH:34][c:35]([F:38])[cH:36][cH:37]1)[NH:26][C:25](=[O:39])[CH2:24]2>>[F:1][c:2]1[cH:3][cH:4][c:5](-[c:8]2[c:9]([CH:18]=[C:24]3[c:23]4[cH:22][c:21]([F:20])[c:29]([NH:30][CH2:31][c:32]5[cH:33][cH:34][c:35]([F:38])[cH:36][cH:37]5)[cH:28][c:27]4[NH:26][C:25]3=[O:39])[nH:10][c:11]3[c:12]2[C:13](=[O:17])[NH:14][CH2:15][CH2:16]3)[cH:6][cH:7]1. Reactants: Cl (hydrochloric acid), N1=CC=CC=C1 (pyridine), C1(CC1)C(=O)Cl (cyclopropanecarbonyl chloride), NC1=CC=C(CN(S(=O)(=O)C2=CC=C(C=C2)C(F)(F)F)C2C(NCCCC2)=O)C=C1 (Rac-4-trifluoromethyl-benzenesulfonic acid (4-amino-benzyl)-(2-oxo-azepan-3-yl)-amide). The solvent is ClCCl (dichloromethane). Yields the product O=C1NCCCCC1N(S(=O)(=O)C1=CC=C(C=C1)C(F)(F)F)CC1=CC=C(C=C1)NC(=O)C1CC1 (rac-Cyclopropanecarboxylic acid (4-{[(2-oxo-azepan-3-yl)-(4-trifluoromethyl-benzenesulfonyl)-amino]-methyl}-phenyl)-amide). Yield: 14.0%. Reaction SMILES: [NH2:1][C:2]1[CH:30]=[CH:29][C:5]([CH2:6][N:7]([CH:21]2[CH2:27][CH2:26][CH2:25][CH2:24][NH:23][C:22]2=[O:28])[S:8]([C:11]2[CH:16]=[CH:15][C:14]([C:17]([F:20])([F:19])[F:18])=[CH:13][CH:12]=2)(=[O:10])=[O:9])=[CH:4][CH:3]=1.N1C=CC=CC=1.[CH:37]1([C:40](Cl)=[O:41])[CH2:39][CH2:38]1.Cl>ClCCl>[O:28]=[C:22]1[CH:21]([N:7]([CH2:6][C:5]2[CH:29]=[CH:30][C:2]([NH:1][C:40]([CH:37]3[CH2:39][CH2:38]3)=[O:41])=[CH:3][CH:4]=2)[S:8]([C:11]2[CH:12]=[CH:13][C:14]([C:17]([F:20])([F:18])[F:19])=[CH:15][CH:16]=2)(=[O:10])=[O:9])[CH2:27][CH2:26][CH2:25][CH2:24][NH:23]1. Reported procedure: Rac-4-trifluoromethyl-benzenesulfonic acid (4-amino-benzyl)-(2-oxo-azepan-3-yl)-amide (75 mg, 0.17 mmol) is dissolved in dichloromethane (2 ml), then pyridine (80 mg, 1 mmol) and cyclopropanecarbonyl chloride (21 mg, 0.2 mmol) were added. After shaking the mixture at room temperature for 1 hour hydrochloric acid (5 ml, 0.1M) was added. The organic layer was separated evaporated and the residue was redissolved in 1 ml of dimethylformamide for preparative HPLC separation (RP—C18, eluent acetonitri...